This data is from the Open Reaction Database (ORD), a public repository of structured organic reaction records. The task is: describe an organic reaction: reactants, conditions, products, and yield Starting materials: 22-L, BrN1C(CCC1=O)=O (N-bromosuccinimide), C[Si](CCOCN1C=NC(=C1)C#N)(C)C (1-(2-trimethylsilanyl-ethoxymethyl)-1H-imidazole-4-carbonitrile), C[Si](CCOCN1C=NC=C1C#N)(C)C (3-(2-trimethylsilanyl-ethoxymethyl)-3H-imidazole-4-carbonitrile). The solvent is C(Cl)(Cl)(Cl)Cl (carbon tetrachloride). Reaction conditions: temperature 60 celsius, time 1 hour. The product is BrC=1N(C=C(N1)C#N)CCOCC[Si](C)(C)C (2-Bromo-1-(2-trimethylsilanyl-ethoxy ethyl)-1H-imidazole-4-carbonitrile). Reaction SMILES: C[Si](C)(C)CCO[CH2:6][N:7]1[CH:11]=[C:10]([C:12]#[N:13])[N:9]=[CH:8]1.[CH3:16][Si:17]([CH3:30])([CH3:29])[CH2:18][CH2:19][O:20][CH2:21]N1C(C#N)=CN=C1.[Br:31]N1C(=O)CCC1=O>C(Cl)(Cl)(Cl)Cl>[Br:31][C:8]1[N:7]([CH2:6][CH2:21][O:20][CH2:19][CH2:18][Si:17]([CH3:30])([CH3:29])[CH3:16])[CH:11]=[C:10]([C:12]#[N:13])[N:9]=1. Procedure details: A 22-L, four-neck, round-bottom flask equipped with a mechanical stirrer, a temperature probe, and a condenser with a nitrogen inlet was charged with a mixture of 1-(2-trimethylsilanyl-ethoxymethyl)-1H-imidazole-4-carbonitrile and 3-(2-trimethylsilanyl-ethoxymethyl)-3H-imidazole-4-carbonitrile [600 g, 2.69 mol, as prepared in the previous step) and carbon tetrachloride (1.8 L). Agitation was initiated and the mixture was heated to 60° C. At this point N-bromosuccinimide (502 g, 2.82 mol) was add... Starting materials: C(#N)C=1C(=NC(=CC1)C)N=CN(C)C (N′-(3-Cyano-6-methyl-pyridin-2-yl)-N,N-dimethyl-formamidine), BrC=1C=CC(=C(C1)N)SC1=CC=CC=C1 (5-bromo-2-(phenylthio)benzenamine). Run in C(C)(=O)O (acetic acid). Reaction conditions: temperature 130 celsius. Yields the product BrC=1C=CC(=C(C1)NC=1C2=C(N=CN1)N=C(C=C2)C)SC2=CC=CC=C2 ((5-Bromo-2-phenylsulfanyl-phenyl)-(7-methyl-pyrido[2,3-d]pyrimidin-4-yl)-amine). Isolated yield 65.2%. As a reaction SMILES: [C:1]([C:3]1[C:4]([N:10]=[CH:11][N:12](C)C)=[N:5][C:6]([CH3:9])=[CH:7][CH:8]=1)#[N:2].[Br:15][C:16]1[CH:17]=[CH:18][C:19]([S:23][C:24]2[CH:29]=[CH:28][CH:27]=[CH:26][CH:25]=2)=[C:20](N)[CH:21]=1>C(O)(=O)C>[Br:15][C:16]1[CH:21]=[CH:20][C:19]([S:23][C:24]2[CH:29]=[CH:28][CH:27]=[CH:26][CH:25]=2)=[C:18]([NH:2][C:1]2[C:3]3[CH:8]=[CH:7][C:6]([CH3:9])=[N:5][C:4]=3[N:10]=[CH:11][N:12]=2)[CH:17]=1. Procedure: A mixture of the product from Example 10B (0.188 g, 1.0 mmol) and 5-bromo-2-(phenylthio)benzenamine (0.280 g, 1.0 mmol) in glacial acetic acid (2 mL) was heated in a 130° C. oil bath for 30 min. The reaction mixture was then cooled to room temperature and the solvent evaporated under reduced pressure. The residue was triturated with methanol, and the resulting solid isolated by vacuum filtration and dried to provide the title compound (0.276 g, 65% yield) as a beige solid.